Task: describe an organic reaction: reactants, conditions, products, and yield. Dataset: the Open Reaction Database (ORD), a public repository of structured organic reaction records Procedure: 3,9,9-Trimethyl-6-nitro-4,9-dihydro-3H-3-aza-fluorene (700 mg) was dissolved in EtOH (20 mL) with aqueous HCl (1N, 5 mL) and suspended with Pd/C (10%, 100 mg). The flask was capped with a balloon filled with H2. The reaction was completed in 6 h at RT. The reaction mixture was filtered through a layer of Celite® with MeOH. The combined filtrate was concentrated to give desired compound. (MS: M+H=231). The solvent is CCO (EtOH), Cl (HCl). Starting materials: CN1C=CC=2C(C3=CC=C(C=C3C2C1)[N+](=O)[O-])(C)C (3,9,9-Trimethyl-6-nitro-4,9-dihydro-3H-3-aza-fluorene). Conditions: time 6 hour. Yields the product CN1CCC2C(C3=CC=C(C=C3C2C1)N)(C)C (3,9,9-Trimethyl-2,3,4,4a,9,9a-hexahydro-1H-3-aza-fluoren-6-ylamine). Reaction SMILES: [CH3:1][N:2]1[CH2:14][C:13]2[C:12]3[C:7](=[CH:8][CH:9]=[C:10]([N+:15]([O-])=O)[CH:11]=3)[C:6]([CH3:19])([CH3:18])[C:5]=2[CH:4]=[CH:3]1>CCO.Cl.[Pd]>[CH3:1][N:2]1[CH2:14][CH:13]2[CH:5]([C:6]([CH3:19])([CH3:18])[C:7]3[C:12]2=[CH:11][C:10]([NH2:15])=[CH:9][CH:8]=3)[CH2:4][CH2:3]1. Reagents/catalysts: [Pd] (Pd/C). Reactants: C1(=CC=CC=C1)OC (anisole), FC(C(=O)O)(F)F (trifluoroacetic acid), CON=C(C(=O)NC1[C@@H]2N(C(=C(CS2)CSC2=NN=NN2CC#C)C(=O)OC(C2=CC=CC=C2)C2=CC=CC=C2)C1=O)C=1N=C(SC1)NC=O (benzhydryl 7-[2-methoxyimino-2-(2-formamidothiazol-4-yl)acetamido]-3-[1-(2-propynyl)-1H-tetrazol-5-yl]thiomethyl-3-cephem-4-carboxylate). Run in C(Cl)Cl (methylene chloride). Product: C(C#C)N1N=NN=C1SCC=1CS[C@H]2N(C1C(=O)O)C(C2)=O (3-[1-(2-propynyl)-1H-tetrazol-5-yl]thiomethyl-3-cephem-4-carboxylic acid). Isolated yield 114.3%. As a reaction SMILES: CON=C(C1N=C(NC=O)SC=1)C(N[CH:8]1[C:41](=[O:42])[N:10]2[C:11]([C:25]([O:27]C(C3C=CC=CC=3)C3C=CC=CC=3)=[O:26])=[C:12]([CH2:15][S:16][C:17]3[N:21]([CH2:22][C:23]#[CH:24])[N:20]=[N:19][N:18]=3)[CH2:13][S:14][C@H:9]12)=O.C1(OC)C=CC=CC=1.FC(F)(F)C(O)=O>C(Cl)Cl>[CH2:22]([N:21]1[C:17]([S:16][CH2:15][C:12]2[CH2:13][S:14][C@@H:9]3[CH2:8][C:41](=[O:42])[N:10]3[C:11]=2[C:25]([OH:27])=[O:26])=[N:18][N:19]=[N:20]1)[C:23]#[CH:24]. Procedure details: To a mixture of benzhydryl 7-[2-methoxyimino-2-(2-formamidothiazol-4-yl)acetamido]-3-[1-(2-propynyl)-1H-tetrazol-5-yl]thiomethyl-3-cephem-4-carboxylate (syn isomer) (2.8 g) in methylene chloride (24 ml) were added anisole (2.8 g) and trifluoroacetic acid (7.5 g) with stirring under ice-cooling and then the resulting mixture was stirred for one hour and 15 minutes at room temperature. After the evaporation of the reaction mixture, to the residue were added water and ethyl acetate. The mixture was... The reactants are C(=O)([O-])[O-].[Na+].[Na+] (Na2CO3), 10.5, intermediate 60, N1(C=NC=C1)C(C1=CC(=C(C=C1)NC(OCC)=O)COC1OCCCC1)C1=CC=CC=C1 (ethyl [4-[(1H-imidazol-1-yl)phenylmethyl]-2-[[(tetrahydro-2H-pyran-2-yl)oxy]methyl]phenyl]carbamate), CC1=CC=C(C=C1)S(=O)(=O)O (4-methylbenzenesulfonic acid). Solvent: C(C)O (ethanol), C(C)O (ethanol). Run at time 15 minute. The product is OCC1=C(C=CC(=C1)C(C1=CC=CC=C1)N1C=NC=C1)NC(OCC)=O (ethyl [2-(hydroxymethyl)-4-[(1H-imidazol-1-yl)phenylmethyl]phenyl]carbamate). The yield is 46.0%. As a reaction SMILES: [N:1]1([CH:6]([C:27]2[CH:32]=[CH:31][CH:30]=[CH:29][CH:28]=2)[C:7]2[CH:12]=[CH:11][C:10]([NH:13][C:14](=[O:18])[O:15][CH2:16][CH3:17])=[C:9]([CH2:19][O:20]C3CCCCO3)[CH:8]=2)[CH:5]=[CH:4][N:3]=[CH:2]1.CC1C=CC(S(O)(=O)=O)=CC=1.C([O-])([O-])=O.[Na+].[Na+]>C(O)C>[OH:20][CH2:19][C:9]1[CH:8]=[C:7]([CH:6]([N:1]2[CH:5]=[CH:4][N:3]=[CH:2]2)[C:27]2[CH:28]=[CH:29][CH:30]=[CH:31][CH:32]=2)[CH:12]=[CH:11][C:10]=1[NH:13][C:14](=[O:18])[O:15][CH2:16][CH3:17] |f:2.3.4|. Reported procedure: A solution of 10.5 parts of intermediate 60, namely ethyl [4-[(1H-imidazol-1-yl)phenylmethyl]-2-[[(tetrahydro-2H-pyran-2-yl)oxy]methyl]phenyl]carbamate, 5.5 parts of 4-methylbenzenesulfonic acid and 198 parts of ethanol was stirred over weekend at room temperature and for a short time at 50°-60° C. After cooling, there were added ethanol and Na2CO3. The whole was stirred for 15 min. and was then filtered. The filtrate was evaporated and the residue was partitioned between dichloromethane and wat... Starting materials: COC=1C=C(C=C(C1)OC)C=1C=C2C=NC(=NC2=CC1F)O (6-(3,5-dimethoxyphenyl)-7-fluoroquinazolin-2-ol), O=P(Cl)(Cl)Cl (POCl3), C([O-])(O)=O.[Na+] (sodium bicarbonate). Product: ClC1=NC2=CC(=C(C=C2C=N1)C1=CC(=CC(=C1)OC)OC)F (2-chloro-6-(3,5-dimethoxyphenyl)-7-fluoroquinazoline). The yield is 52.0%. Reaction SMILES: [CH3:1][O:2][C:3]1[CH:4]=[C:5]([C:11]2[CH:12]=[C:13]3[C:18](=[CH:19][C:20]=2[F:21])[N:17]=[C:16](O)[N:15]=[CH:14]3)[CH:6]=[C:7]([O:9][CH3:10])[CH:8]=1.C(=O)(O)[O-].[Na+].O=P(Cl)(Cl)[Cl:30]>>[Cl:30][C:16]1[N:15]=[CH:14][C:13]2[C:18](=[CH:19][C:20]([F:21])=[C:11]([C:5]3[CH:4]=[C:3]([O:2][CH3:1])[CH:8]=[C:7]([O:9][CH3:10])[CH:6]=3)[CH:12]=2)[N:17]=1 |f:1.2|. Procedure details: A solution of 6-(3,5-dimethoxyphenyl)-7-fluoroquinazolin-2-ol (2.0 g, 6.7 mmol) in POCl3 (30 mL) was heated at 135° C. for 2 hours. After that, the reaction solution was cooled to room temperature and dropwise added to saturated sodium bicarbonate solution (800 mL) at 0° C. The mixture was extracted with ethyl acetate (200 mL*3). The combined organic layers were dried over anhydrous sodium sulfate, filtered and concentrated to afford the title compound (1.1 g, 52%) as a pale yellow solid. MS (ES... The reactants are C(C)OC(CC1=CC2=CC=C(C=C2C(=C1)C(C1=CC=C(C=C1)S(=O)(=O)C)=O)F)=O ([6-fluoro-4-(4-methanesulfonyl-benzoyl)-naphthalen-2-yl]-acetic acid ethyl ester), O.[OH-].[Li+] (lithium hydroxide monohydrate). Solvent: O1CCCC1 (tetrahydrofuran), O (water), O (water). Yields the product FC=1C=C2C(=CC(=CC2=CC1)CC(=O)O)C(C1=CC=C(C=C1)S(=O)(=O)C)=O ([6-fluoro-4-(4-methanesulfonyl-benzoyl)-naphthalen-2-yl]-acetic acid). Yield: 90.2%. Reaction SMILES: C([O:3][C:4](=[O:29])[CH2:5][C:6]1[CH:15]=[C:14]([C:16](=[O:27])[C:17]2[CH:22]=[CH:21][C:20]([S:23]([CH3:26])(=[O:25])=[O:24])=[CH:19][CH:18]=2)[C:13]2[C:8](=[CH:9][CH:10]=[C:11]([F:28])[CH:12]=2)[CH:7]=1)C.O.[OH-].[Li+]>O1CCCC1.O>[F:28][C:11]1[CH:12]=[C:13]2[C:8](=[CH:9][CH:10]=1)[CH:7]=[C:6]([CH2:5][C:4]([OH:29])=[O:3])[CH:15]=[C:14]2[C:16](=[O:27])[C:17]1[CH:22]=[CH:21][C:20]([S:23]([CH3:26])(=[O:24])=[O:25])=[CH:19][CH:18]=1 |f:1.2.3|. Procedure details: To a solution of [6-fluoro-4-(4-methanesulfonyl-benzoyl)-naphthalen-2-yl]-acetic acid ethyl ester (0.63 g, 1.52 mmol) in tetrahydrofuran (6 mL) and water (6 mL) was added lithium hydroxide monohydrate (0.83 g, 1.98 mmol). The reaction mixture was heated at reflux for 3 hours. After cooling to room temperature, more water was added, and tetrahydrofuran was removed under reduced pressure. The pH was adjusted to 2 with ca. 2 mL of 4 N hydrochloric acid. The resulting light tan solid was collected b... Starting materials: FC1=C2C=CN(C2=CC=C1)[C@H]1[C@H](OC(C)=O)[C@@H](OC(C)=O)[C@H](OC(C)=O)[C@H](O1)COC(C)=O (4-Fluoro-1-(2,3,4,6-tetra-O-acetyl-β-D-glucopyranosyl)-indole), CN(C=O)C (N,N-dimethyl-formamide), O (water), O(Cl)Cl.[P+3] (phosphorus(III) oxychloride). Run in ClCCCl (1,2-dichloroethane). Reaction conditions: temperature 70 celsius, time 1 hour. The product is FC1=C2C(=CN(C2=CC=C1)[C@H]1[C@H](OC(C)=O)[C@@H](OC(C)=O)[C@H](OC(C)=O)[C@H](O1)COC(C)=O)C=O (4-fluoro-1-(2,3,4,6-tetra-O-acetyl-β-D-glucopyranosyl)indole-3-carboxaldehyde). Reaction SMILES: [F:1][C:2]1[CH:10]=[CH:9][CH:8]=[C:7]2[C:3]=1[CH:4]=[CH:5][N:6]2[C@@H:11]1[O:28][C@H:27]([CH2:29][O:30][C:31](=[O:33])[CH3:32])[C@@H:22]([O:23][C:24](=[O:26])[CH3:25])[C@H:17]([O:18][C:19](=[O:21])[CH3:20])[C@H:12]1[O:13][C:14](=[O:16])[CH3:15].CN(C)[CH:36]=[O:37].O(Cl)Cl.[P+3].O>ClCCCl>[F:1][C:2]1[CH:10]=[CH:9][CH:8]=[C:7]2[C:3]=1[C:4]([CH:36]=[O:37])=[CH:5][N:6]2[C@@H:11]1[O:28][C@H:27]([CH2:29][O:30][C:31](=[O:33])[CH3:32])[C@@H:22]([O:23][C:24](=[O:26])[CH3:25])[C@H:17]([O:18][C:19](=[O:21])[CH3:20])[C@H:12]1[O:13][C:14](=[O:16])[CH3:15] |f:2.3|. Procedure details: 4-Fluoro-1-(2,3,4,6-tetra-O-acetyl-β-D-glucopyranosyl)-indole (3.50 g) obtained in Example 2-(3) and N,N-dimethyl-formamide (3.49 ml) were dissolved in 1,2-dichloroethane (70 ml), and thereto was added dropwise phosphorus(III) oxychloride (2.10 ml). The mixture was stirred at 70° C. for 1 hour, and thereto was added water (100 ml) at 0° C. The resultant mixture was extracted with ethyl acetate (200 ml) twice, and the combined organic layer was washed with brine (40 ml) and dried over magnesium s... Starting materials: Cl (hydrochloric acid), FC=1C=C2C(C(=CN(C2=C(C1F)OC)CCF)C(=O)O)=O (6,7-difluoro-1-(2-fluoroethyl)-8-methoxy-1,4-dihydro-4-oxoquinoline-3-carboxylic acid), CN1CCNCC1 (N-methylpiperazine). Solvent: C(C)O (ethanol), CS(=O)C (dimethyl sulfoxide). Run at temperature 70 celsius, time 6 hour. Product: Cl.FC=1C=C2C(C(=CN(C2=C(C1N1CCN(CC1)C)OC)CCF)C(=O)O)=O (6-fluoro-1-(2-fluoroethyl)-8-methoxy-7-(4-methyl-1-piperazinyl)-1,4-dihydro-4-oxoquinoline-3-carboxylic acid hydrochloride). As a reaction SMILES: [F:1][C:2]1[CH:3]=[C:4]2[C:9](=[C:10]([O:13][CH3:14])[C:11]=1F)[N:8]([CH2:15][CH2:16][F:17])[CH:7]=[C:6]([C:18]([OH:20])=[O:19])[C:5]2=[O:21].[CH3:22][N:23]1[CH2:28][CH2:27][NH:26][CH2:25][CH2:24]1.[ClH:29]>CS(C)=O.C(O)C>[ClH:29].[F:1][C:2]1[CH:3]=[C:4]2[C:9](=[C:10]([O:13][CH3:14])[C:11]=1[N:26]1[CH2:27][CH2:28][N:23]([CH3:22])[CH2:24][CH2:25]1)[N:8]([CH2:15][CH2:16][F:17])[CH:7]=[C:6]([C:18]([OH:20])=[O:19])[C:5]2=[O:21] |f:5.6|. Reported procedure: 0.11 g (0.0004 mole) of 6,7-difluoro-1-(2-fluoroethyl)-8-methoxy-1,4-dihydro-4-oxoquinoline-3-carboxylic acid (prepared as described in Preparation 15) and 0.20 g (0.002 mole) of N-methylpiperazine were dissolved in 3 ml of dimethyl sulfoxide, and the mixture was stirred at 70° C. for 6 hours. At the end of this time, the solvent and excess N-methylpiperazine were distilled off at the same temperature and under reduced pressure, and the residue was washed with ethyl acetate to give a pale-yellow... Reactants: FC1=C(C=CC(=C1)F)C(C1CCN(CC1)CCC1=C(N=C2N(C1=O)CCCC2)C)=NO (3-[2-[4-[(2,4-difluorophenyl)-(hydroxyimino)-methyl]-1-piperidinyl]ethyl]-6,7,8,9-tetrahydro-2-methyl-4H-pyrido[1,2-a]pyrimidin-4-one), [OH-].[K+] (potassium hydroxide). The solvent is O (water). Yields the product FC1=CC2=C(C(=NO2)C2CCN(CC2)CCC2=C(N=C3N(C2=O)CCCC3)C)C=C1 (3-{2-[4-(6-fluoro-1,2-benzisoxazol-3-yl)-1-piperidinyl]ethyl}-6,7,8,9-tetrahydro-2-methyl-4H-pyrido[1,2-a]pyrimid-in-4-one). Yield: 74.1%. As a reaction SMILES: F[C:2]1[CH:7]=[C:6]([F:8])[CH:5]=[CH:4][C:3]=1[C:9](=[N:30][OH:31])[CH:10]1[CH2:15][CH2:14][N:13]([CH2:16][CH2:17][C:18]2[C:23](=[O:24])[N:22]3[CH2:25][CH2:26][CH2:27][CH2:28][C:21]3=[N:20][C:19]=2[CH3:29])[CH2:12][CH2:11]1.[OH-].[K+]>O>[F:8][C:6]1[CH:5]=[CH:4][C:3]2[C:9]([CH:10]3[CH2:15][CH2:14][N:13]([CH2:16][CH2:17][C:18]4[C:23](=[O:24])[N:22]5[CH2:25][CH2:26][CH2:27][CH2:28][C:21]5=[N:20][C:19]=4[CH3:29])[CH2:12][CH2:11]3)=[N:30][O:31][C:2]=2[CH:7]=1 |f:1.2|. Reported procedure: A solution of 1 g (0.0023 mole) of 3-[2-[4-[(2,4-difluorophenyl)-(hydroxyimino)-methyl]-1-piperidinyl]ethyl]-6,7,8,9-tetrahydro-2-methyl-4H-pyrido[1,2-a]pyrimidin-4-one and 1 g of potassium hydroxide in 10 ml of water is heated to boiling for an hour. The reaction mixture is cooled to room temperature and extracted twice with 10 ml of dichloromethane each. The organic phase is evaporated. Thus 0.70 g of 3-{2-[4-(6-fluoro-1,2-benzisoxazol-3-yl)-1-piperidinyl]ethyl}-6,7,8,9-tetrahydro-2-methyl-4H-... The reactants are C(\C=C\C(=O)O)(=O)O (fumaric acid), FC1=CC2=C(C(=NO2)C2CCNCC2)C=C1 (6-fluoro-(4-piperidinyl)-1,2-benzisoxazole), C(=O)([O-])[O-].[K+].[K+] (K2CO3), COC1=C(OCCCCl)C=CC=C1 (3-(2-methoxyphenoxy)propyl chloride). The solvent is C(C)O (ethanol), C(C)#N (acetonitrile). Conditions: temperature 90 celsius. The product is C(\C=C\C(=O)O)(=O)O.COC1=C(OCCCC2=CC=CC3=C2C(=NO3)C3CCNCC3)C=CC=C1 (3-(2-methoxyphenoxy)propyl[-4piperidinyl]-1,2-benzisoxazole fumarate). As a reaction SMILES: F[C:2]1[CH:16]=[CH:15][C:5]2[C:6]([CH:9]3[CH2:14][CH2:13][NH:12][CH2:11][CH2:10]3)=[N:7][O:8][C:4]=2[CH:3]=1.C([O-])([O-])=O.[K+].[K+].[CH3:23][O:24][C:25]1[CH:35]=[CH:34][CH:33]=[CH:32][C:26]=1[O:27][CH2:28][CH2:29][CH2:30]Cl.[C:36]([OH:43])(=[O:42])/[CH:37]=[CH:38]/[C:39]([OH:41])=[O:40]>C(#N)C.C(O)C>[C:36]([OH:43])(=[O:42])/[CH:37]=[CH:38]/[C:39]([OH:41])=[O:40].[CH3:23][O:24][C:25]1[CH:35]=[CH:34][CH:33]=[CH:32][C:26]=1[O:27][CH2:28][CH2:29][CH2:30][C:15]1[C:5]2[C:6]([CH:9]3[CH2:14][CH2:13][NH:12][CH2:11][CH2:10]3)=[N:7][O:8][C:4]=2[CH:3]=[CH:2][CH:16]=1 |f:1.2.3,8.9|. Procedure details: A stirred mixture of 6-fluoro-(4-piperidinyl)-1,2-benzisoxazole (2.45 g; 11.1 mmol), K2CO3 (2.0 g), and 3-(2-methoxyphenoxy)propyl chloride (3.5 g, 17.4 mmol) in acetonitrile (40 ml) was heated at 90° C. for 4 hours. At the end of the reaction, the solvent was removed, and the solids were dissolved into dichloromethane (100 ml). The solution was washed with water and brine, then dried over MgSO4. The crude material from the solution was combined with 1.2 g of crude material prepared in the same ...